From a dataset of the Open Reaction Database (ORD), a public repository of structured organic reaction records. describe an organic reaction: reactants, conditions, products, and yield As a reaction SMILES: [CH3:20][OH:21].[Cl:1][c:2]1[c:3]([C:12]([CH3:13])([CH3:14])[C:15]#[N:16])[cH:4][c:5]([C:6](=[O:7])[O:8][CH3:9])[cH:10][cH:11]1.[Li+:19].[O:23]1[CH2:24][CH2:25][CH2:26][CH2:27]1.[OH-:18].[OH2:17].[OH2:22]>>[Cl:1][c:2]1[c:3]([C:12]([CH3:13])([CH3:14])[C:15]#[N:16])[cH:4][c:5]([C:6](=[O:7])[OH:8])[cH:10][cH:11]1. The product is CC(C)(C#N)c1cc(C(=O)O)ccc1Cl. Reactants: CO, COC(=O)c1ccc(Cl)c(C(C)(C)C#N)c1, [Li+], C1CCOC1, [OH-], O, O. As a reaction SMILES: [CH2:38]1[O:39][CH2:40][CH2:41][O:42][CH2:43]1.[ClH:37].[NH2:1][C:2]([CH:3]([O:4][c:5]1[cH:6][c:7]2[c:8](-[c:28]3[c:29]([F:34])[cH:30][cH:31][cH:32][cH:33]3)[c:9]([CH2:19][NH:20][C:21](=[O:22])[O:23][C:24]([CH3:25])([CH3:26])[CH3:27])[c:10]([CH2:15][CH:16]([CH3:17])[CH3:18])[n:11][c:12]2[cH:13][cH:14]1)[CH3:35])=[O:36]>>[NH2:1][C:2]([CH:3]([O:4][c:5]1[cH:6][c:7]2[c:8](-[c:28]3[c:29]([F:34])[cH:30][cH:31][cH:32][cH:33]3)[c:9]([CH2:19][NH2:20])[c:10]([CH2:15][CH:16]([CH3:17])[CH3:18])[n:11][c:12]2[cH:13][cH:14]1)[CH3:35])=[O:36]. The product is CC(C)Cc1nc2ccc(OC(C)C(N)=O)cc2c(-c2ccccc2F)c1CN. The reactants are C1COCCO1, Cl, CC(C)Cc1nc2ccc(OC(C)C(N)=O)cc2c(-c2ccccc2F)c1CNC(=O)OC(C)(C)C. The product is C(C)(C)(C)C=1N=C(SC1)C=1OC2=C(C1)C=C(C=C2)CN2C=C(C1=CC(=CC=C21)O)C#N (4-tert-butyl-2-{5-[(3-cyano-5-hydroxyindol-1-yl)methyl]benzofuran-2-yl}thiazole). Reaction SMILES: FC(F)(F)C(O)=O.[C:8]([C:12]1[N:13]=[C:14]([C:17]2[O:18][C:19]3[CH:25]=[CH:24][C:23]([CH2:26][N:27]4[C:35]5[C:30](=[CH:31][C:32]([O:36]CC6C=CC=CC=6)=[CH:33][CH:34]=5)[C:29]([C:44]#[N:45])=[CH:28]4)=[CH:22][C:20]=3[CH:21]=2)[S:15][CH:16]=1)([CH3:11])([CH3:10])[CH3:9].C1C(O)=CC=CC=1C.C1(SC)C=CC=CC=1.C(S)(S)C.C(=O)([O-])O.[Na+]>O>[C:8]([C:12]1[N:13]=[C:14]([C:17]2[O:18][C:19]3[CH:25]=[CH:24][C:23]([CH2:26][N:27]4[C:35]5[C:30](=[CH:31][C:32]([OH:36])=[CH:33][CH:34]=5)[C:29]([C:44]#[N:45])=[CH:28]4)=[CH:22][C:20]=3[CH:21]=2)[S:15][CH:16]=1)([CH3:11])([CH3:9])[CH3:10] |f:5.6|. Procedure details: Trifluoroacetic acid (10 ml) was added to a mixture of 4-tert-butyl-2-{5-[(3-cyano-5-benzyloxyindol-1-yl)methyl]benzofuran-2-yl}thiazole (0.54 g), m-cresol (0.28 ml), thioanisole (0.28 ml) and ethanedithiol (0.56 ml) under ice-cooling. After being stirred for 4 hours, the mixture was poured into water (100 ml) and the resulting mixture was neutralized with aqueous sodium hydrogen carbonate solution and extracted with ethyl acetate. The organic layer was washed with water, brine successively, dri... Reactants: FC(C(=O)O)(F)F (Trifluoroacetic acid), C(C)(C)(C)C=1N=C(SC1)C=1OC2=C(C1)C=C(C=C2)CN2C=C(C1=CC(=CC=C21)OCC2=CC=CC=C2)C#N (4-tert-butyl-2-{5-[(3-cyano-5-benzyloxyindol-1-yl)methyl]benzofuran-2-yl}thiazole), C1=C(C=CC=C1O)C (m-cresol), C1(=CC=CC=C1)SC (thioanisole), C(C)(S)S (ethanedithiol), C(O)([O-])=O.[Na+] (sodium hydrogen carbonate). The yield is 68.4%. Run in O (water). Run at time 4 hour. Starting materials: CCO, [H][H], CCOCc1nc2c(N)nc3ccc(OCc4ccccc4)cc3c2n1CC(C)(C)NC(=O)C1CCCCC1. Yields the product CCOCc1nc2c(N)nc3ccc(O)cc3c2n1CC(C)(C)NC(=O)C1CCCCC1. RXN SMILES: [CH3:42][CH2:43][OH:44].[H:40][H:41].[NH2:1][c:2]1[n:3][c:4]2[cH:5][cH:6][c:7]([O:32][CH2:33][c:34]3[cH:35][cH:36][cH:37][cH:38][cH:39]3)[cH:8][c:9]2[c:10]2[c:11]1[n:12][c:13]([CH2:28][O:29][CH2:30][CH3:31])[n:14]2[CH2:15][C:16]([CH3:17])([CH3:18])[NH:19][C:20](=[O:21])[CH:22]1[CH2:23][CH2:24][CH2:25][CH2:26][CH2:27]1>>[NH2:1][c:2]1[n:3][c:4]2[cH:5][cH:6][c:7]([OH:32])[cH:8][c:9]2[c:10]2[c:11]1[n:12][c:13]([CH2:28][O:29][CH2:30][CH3:31])[n:14]2[CH2:15][C:16]([CH3:17])([CH3:18])[NH:19][C:20](=[O:21])[CH:22]1[CH2:23][CH2:24][CH2:25][CH2:26][CH2:27]1. Starting materials: C(#N)C1=CC=C(C=O)C=C1 (4-cyano-benzaldehyde), N1[C@H](C(=O)O)CCC1 (L-proline), C1(CCCCC1)CN1C(C=CC1=O)=O (N-cyclohexylmethylmaleimide). Run in C(C)(=O)OCC.CCCCCC (ethyl acetate hexane). Product: C1(CCCCC1)CN1C(C2C(C(N3CCCC23)C2=CC=C(C#N)C=C2)C1=O)=O ((3aRS,4SR,8aRS,8bSR)-4-(2-Cyclohexylmethyl-1,3-dioxo-decahydro-pyrrolo[3,4-a]pyrrolizin-4-yl)-benzonitrile). As a reaction SMILES: [C:1]([C:3]1[CH:10]=[CH:9][C:6]([CH:7]=O)=[CH:5][CH:4]=1)#[N:2].[NH:11]1[CH2:18][CH2:17][CH2:16][C@H:12]1C(O)=O.[CH:19]1([CH2:25][N:26]2[C:30](=[O:31])[CH:29]=[CH:28][C:27]2=[O:32])[CH2:24][CH2:23][CH2:22][CH2:21][CH2:20]1>C(OCC)(=O)C.CCCCCC>[CH:19]1([CH2:25][N:26]2[C:27](=[O:32])[CH:28]3[CH:7]([C:6]4[CH:9]=[CH:10][C:3]([C:1]#[N:2])=[CH:4][CH:5]=4)[N:11]4[CH:12]([CH:29]3[C:30]2=[O:31])[CH2:16][CH2:17][CH2:18]4)[CH2:20][CH2:21][CH2:22][CH2:23][CH2:24]1 |f:3.4|. Procedure: 7.B)g) (3aRS,4SR,8aRS,8bSR)-4-(2-Cyclohexylmethyl-1,3-dioxo-decahydro-pyrrolo[3,4-a]pyrrolizin-4-yl)-benzonitrile was prepared analogously to Example 4.B)g) from 4-cyano-benzaldehyde, L-proline and N-cyclohexylmethylmaleimide. Colourless crystals. M.p.: 119°-122° C. (ethyl acetate/hexane). ISP-MS: 378.4 ([M+H]+, 100). The product is ClC=1C(=CC2=C(NC(=N2)OC=2C=C(C=CC2)P(O)(O)=O)C1)C=1C=C2C=CN(C2=CC1)C ((3-{[6-chloro-5-(1-methyl-1H-indol-5-yl)-1H-benzimidazol-2-yl]oxy}phenyl)-phosphonic acid). Run in C(Cl)Cl (CH2Cl2). Reaction conditions: time 18 hour. The reactants are C(C)(C)OP(OC(C)C)(=O)C1=CC(=CC=C1)OC1=NC2=C(N1)C=C(C(=C2)C=2C=C1C=CN(C1=CC2)C)Cl ({3-[6-Chloro-5-(1-methyl-1H-indol-5-yl)-1H-benzoimidazol-2-yloxy]-phenyl}-phosphonic acid diisopropyl ester), C[Si](C)(C)N[Si](C)(C)C (hexamethyldisilizane), Br[Si](C)(C)C (bromo trimethylsilane). Reaction SMILES: C([O:4][P:5]([C:11]1[CH:16]=[CH:15][CH:14]=[C:13]([O:17][C:18]2[NH:22][C:21]3[CH:23]=[C:24]([Cl:37])[C:25]([C:27]4[CH:28]=[C:29]5[C:33](=[CH:34][CH:35]=4)[N:32]([CH3:36])[CH:31]=[CH:30]5)=[CH:26][C:20]=3[N:19]=2)[CH:12]=1)(=[O:10])[O:6]C(C)C)(C)C.C[Si](N[Si](C)(C)C)(C)C.Br[Si](C)(C)C>C(Cl)Cl>[Cl:37][C:24]1[C:25]([C:27]2[CH:28]=[C:29]3[C:33](=[CH:34][CH:35]=2)[N:32]([CH3:36])[CH:31]=[CH:30]3)=[CH:26][C:20]2[N:19]=[C:18]([O:17][C:13]3[CH:12]=[C:11]([P:5](=[O:4])([OH:10])[OH:6])[CH:16]=[CH:15][CH:14]=3)[NH:22][C:21]=2[CH:23]=1. Reported procedure: To a solution of compound 16-8 (70 mg, 0.13 mmol) in 2 mL of CH2Cl2 was added hexamethyldisilizane (0.3 mL), followed by bromo trimethylsilane (0.17 mL, 1.3 mmol). The reaction was allowed to stir for 18 h at ambient temperature. Organic solvent was removed in vacuo, followed by the addition of H2O (2 mL). The crude product was sonicated and yielded a yellow suspension. The product was collected by vacuum filtration and washed three times with CH2Cl2 and two times with MeOH. The resulting solid ... Reactants: [N+](=O)([O-])C1=CC=C(C=C1)SC=1C(=C(C(=C2C1C(=O)NC2=O)SC2=CC=C(C=C2)[N+](=O)[O-])SC2=CC=C(C=C2)[N+](=O)[O-])SC2=CC=C(C=C2)[N+](=O)[O-] (tetrakis-(p-nitrophenylthio)-phthalimide), BrCCCCCCCC (1-bromooctane), C([O-])([O-])=O.[K+].[K+] (potassium carbonate). Solvent: CN(C=O)C (N,N-dimethylformamide). The product is C(CCCCCCC)N=C(C=1C(C(=O)O)=C(C(=C(C1SC1=CC=C(C=C1)[N+](=O)[O-])SC1=CC=C(C=C1)[N+](=O)[O-])SC1=CC=C(C=C1)[N+](=O)[O-])SC1=CC=C(C=C1)[N+](=O)[O-])O (Tetrakis-(p-nitrophenylthio)-phthalic acid N-n-octylimide). As a reaction SMILES: [N+:1]([C:4]1[CH:9]=[CH:8][C:7]([S:10][C:11]2[C:12]([S:42][C:43]3[CH:48]=[CH:47][C:46]([N+:49]([O-:51])=[O:50])=[CH:45][CH:44]=3)=[C:13]([S:32][C:33]3[CH:38]=[CH:37][C:36]([N+:39]([O-:41])=[O:40])=[CH:35][CH:34]=3)[C:14]([S:22][C:23]3[CH:28]=[CH:27][C:26]([N+:29]([O-:31])=[O:30])=[CH:25][CH:24]=3)=[C:15]3[C:20](=[O:21])[NH:19][C:17](=[O:18])[C:16]=23)=[CH:6][CH:5]=1)([O-:3])=[O:2].Br[CH2:53][CH2:54][CH2:55][CH2:56][CH2:57][CH2:58][CH2:59][CH3:60].C(=O)([O-])[O-:62].[K+].[K+]>CN(C)C=O>[CH2:53]([N:19]=[C:17]([OH:18])[C:16]1[C:15](=[C:14]([S:22][C:23]2[CH:28]=[CH:27][C:26]([N+:29]([O-:31])=[O:30])=[CH:25][CH:24]=2)[C:13]([S:32][C:33]2[CH:38]=[CH:37][C:36]([N+:39]([O-:41])=[O:40])=[CH:35][CH:34]=2)=[C:12]([S:42][C:43]2[CH:44]=[CH:45][C:46]([N+:49]([O-:51])=[O:50])=[CH:47][CH:48]=2)[C:11]=1[S:10][C:7]1[CH:8]=[CH:9][C:4]([N+:1]([O-:3])=[O:2])=[CH:5][CH:6]=1)[C:20]([OH:62])=[O:21])[CH2:54][CH2:55][CH2:56][CH2:57][CH2:58][CH2:59][CH3:60] |f:2.3.4|. Reported procedure: 1 g (1.32 millimols) of tetrakis-(p-nitrophenylthio)-phthalimide (prepared according to Example 10), 0.57 g (2.97 millimols) of 1-bromooctane, 0.68 g (4.96 millimols) of potassium carbonate and 10 ml of N,N-dimethylformamide are stirred at 25° C. for 5 hours. The mixture is concentrated and the residue is acidified and extracted with methylene chloride. After recrystallisation from toluene/cyclohexane, 1.02 g (89% of theory) of the title imide are obtained; melting point 202°-4° C. The reactants are Cn1cccc1C(=O)O, COc1cccc(C(Oc2ccc3c(cnn3-c3ccc(F)cc3)c2)C(C)N)c1. The product is COc1cccc(C(Oc2ccc3c(cnn3-c3ccc(F)cc3)c2)C(C)NC(=O)c2cccn2C)c1. Reaction SMILES: [CH3:30][n:31]1[c:32]([C:36](=[O:37])[OH:38])[cH:33][cH:34][cH:35]1.[F:1][c:2]1[cH:3][cH:4][c:5](-[n:8]2[n:9][cH:10][c:11]3[cH:12][c:13]([O:17][CH:18]([CH:19]([CH3:20])[NH2:21])[c:22]4[cH:23][c:24]([O:28][CH3:29])[cH:25][cH:26][cH:27]4)[cH:14][cH:15][c:16]23)[cH:6][cH:7]1>>[F:1][c:2]1[cH:3][cH:4][c:5](-[n:8]2[n:9][cH:10][c:11]3[cH:12][c:13]([O:17][CH:18]([CH:19]([CH3:20])[NH:21][C:36]([c:32]4[n:31]([CH3:30])[cH:35][cH:34][cH:33]4)=[O:37])[c:22]4[cH:23][c:24]([O:28][CH3:29])[cH:25][cH:26][cH:27]4)[cH:14][cH:15][c:16]23)[cH:6][cH:7]1. The solvent is O (water), C1CCOC1 (THF). Run at time 8 hour. RXN SMILES: [Li+].[OH-].[O:3]=[C:4]1[N:10]([CH:11]2[CH2:16][CH2:15][N:14]([C:17]([O:19][C@H:20]([CH2:41][C:42]3[CH:47]=[C:46]([CH3:48])[C:45]([OH:49])=[C:44]([CH3:50])[CH:43]=3)[C:21]([N:23]3[CH2:28][CH2:27][N:26]([CH:29]4[CH2:34][CH2:33][N:32]([CH2:35][C:36]([O:38]CC)=[O:37])[CH2:31][CH2:30]4)[CH2:25][CH2:24]3)=[O:22])=[O:18])[CH2:13][CH2:12]2)[CH2:9][CH2:8][C:7]2[CH:51]=[CH:52][CH:53]=[CH:54][C:6]=2[NH:5]1>O.C1COCC1>[O:3]=[C:4]1[N:10]([CH:11]2[CH2:12][CH2:13][N:14]([C:17]([O:19][C@H:20]([CH2:41][C:42]3[CH:47]=[C:46]([CH3:48])[C:45]([OH:49])=[C:44]([CH3:50])[CH:43]=3)[C:21]([N:23]3[CH2:28][CH2:27][N:26]([CH:29]4[CH2:30][CH2:31][N:32]([CH2:35][C:36]([OH:38])=[O:37])[CH2:33][CH2:34]4)[CH2:25][CH2:24]3)=[O:22])=[O:18])[CH2:15][CH2:16]2)[CH2:9][CH2:8][C:7]2[CH:51]=[CH:52][CH:53]=[CH:54][C:6]=2[NH:5]1 |f:0.1|. Procedure: A solution of 96 mg (4.00 mmol) LiOH in 5 mL water was added at RT to a solution of 1.77 g (2.46 mmol) of (R)-2-[4-(1-ethoxycarbonylmethyl-piperidin-4-yl)-piperazin-1-yl]-1-(4-hydroxy-3,5-dimethyl-benzyl)-2-oxo-ethyl 4-(2-oxo-1,2,4,5-tetrahydro-1,3-benzodiazepin-3-yl)-piperidine-1-carboxylate in 20 mL THF and the reaction solution was stirred overnight at RT. The mixture was evaporated down i.vac., the residue was taken up in 10 mL water and the aqueous phase was washed with 10 mL EtOAc. The aqu... Yields the product O=C1NC2=C(CCN1C1CCN(CC1)C(=O)O[C@@H](C(=O)N1CCN(CC1)C1CCN(CC1)CC(=O)O)CC1=CC(=C(C(=C1)C)O)C)C=CC=C2 ((R)-2-[4-(1-carboxymethyl-piperidin-4-yl)-piperazin-1-yl]-1-(4-hydroxy-3,5-dimethyl-benzyl)-2-oxo-ethyl 4-(2-oxo-1,2,4,5-tetrahydro-1,3-benzodiazepin-3-yl)-piperidine-1-carboxylate). Starting materials: [Li+].[OH-] (LiOH), O=C1NC2=C(CCN1C1CCN(CC1)C(=O)O[C@@H](C(=O)N1CCN(CC1)C1CCN(CC1)CC(=O)OCC)CC1=CC(=C(C(=C1)C)O)C)C=CC=C2 ((R)-2-[4-(1-ethoxycarbonylmethyl-piperidin-4-yl)-piperazin-1-yl]-1-(4-hydroxy-3,5-dimethyl-benzyl)-2-oxo-ethyl 4-(2-oxo-1,2,4,5-tetrahydro-1,3-benzodiazepin-3-yl)-piperidine-1-carboxylate).